This data is from the Open Reaction Database (ORD), a public repository of structured organic reaction records. The task is: describe an organic reaction: reactants, conditions, products, and yield Starting materials: esters, C[C@]1(N(CCC1)CC1=CC(=CC=C1)C(F)(F)F)C(=O)OC ((R)-methyl 2-methyl-1-(3-(trifluoromethyl)benzyl)pyrrolidine-2-carboxylate), [Li+].[OH-] (LiOH). Product: C[C@]1(N(CCC1)CC1=CC(=CC=C1)C(F)(F)F)C(=O)[O-].[Li+] (lithium (R)-2-methyl-1-(3-(trifluoromethyl)benzyl)pyrrolidine-2-carboxylate). Reaction SMILES: [CH3:1][C@:2]1([C:18]([O:20]C)=[O:19])[CH2:6][CH2:5][CH2:4][N:3]1[CH2:7][C:8]1[CH:13]=[CH:12][CH:11]=[C:10]([C:14]([F:17])([F:16])[F:15])[CH:9]=1.[Li+:22].[OH-]>>[CH3:1][C@:2]1([C:18]([O-:20])=[O:19])[CH2:6][CH2:5][CH2:4][N:3]1[CH2:7][C:8]1[CH:13]=[CH:12][CH:11]=[C:10]([C:14]([F:15])([F:17])[F:16])[CH:9]=1.[Li+:22] |f:1.2,3.4|. Procedure details: The title compound (D17) (37 mg) was prepared according to the general procedure for esters hydrolysis starting from (R)-methyl 2-methyl-1-(3-(trifluoromethyl)benzyl)pyrrolidine-2-carboxylate (D10) (47 mg). (LiOH: 2 eq; reaction time: 18 hrs). The reactants are O=C([O-])[O-], OCc1nsc2cc(Cl)ccc12, [K+], [K+], [K+], O=[Mn](=O)(=O)[O-], O. Yields the product O=C(O)c1nsc2cc(Cl)ccc12. As a reaction SMILES: [C:19]([O-:20])(=[O:21])[O-:22].[Cl:7][c:8]1[cH:9][c:10]2[c:11]([c:12]([CH2:15][OH:16])[n:13][s:14]2)[cH:17][cH:18]1.[K+:23].[K+:24].[K+:6].[Mn:1]([O-:2])(=[O:3])(=[O:4])=[O:5].[OH2:25]>>[Cl:7][c:8]1[cH:9][c:10]2[c:11]([c:12]([C:15](=[O:16])[OH:20])[n:13][s:14]2)[cH:17][cH:18]1. Starting materials: OC12NC(=C(C(C1S(CC2)(=O)=O)C2=C(C=CC=C2)[N+](=O)[O-])C(=O)OC)C (methyl 2,3,3a,4,7,7a-hexahydro-3a-hydroxy-5-methyl-7-(2-nitrophenyl)-1,1-dioxothieno[3,2-b]pyridine-6-carboxylate). The solvent is C1(=CC=CC=C1)C (toluene). Product: CC1=C(C(C2=C(N1)CCS2(=O)=O)C2=C(C=CC=C2)[N+](=O)[O-])C(=O)OC (Methyl 2,3,4,7,-tetrahydro-5-methyl-7-(2-nitrophenyl)-1,1-dioxothieno[3,2-b]pyridine-6-carboxylate). As a reaction SMILES: O[C:2]12[CH2:10][CH2:9][S:8](=[O:12])(=[O:11])[CH:7]1[CH:6]([C:13]1[CH:18]=[CH:17][CH:16]=[CH:15][C:14]=1[N+:19]([O-:21])=[O:20])[C:5]([C:22]([O:24][CH3:25])=[O:23])=[C:4]([CH3:26])[NH:3]2>C1(C)C=CC=CC=1>[CH3:26][C:4]1[NH:3][C:2]2[CH2:10][CH2:9][S:8](=[O:11])(=[O:12])[C:7]=2[CH:6]([C:13]2[CH:18]=[CH:17][CH:16]=[CH:15][C:14]=2[N+:19]([O-:21])=[O:20])[C:5]=1[C:22]([O:24][CH3:25])=[O:23]. Procedure: A mixture of methyl 2,3,3a,4,7,7a-hexahydro-3a-hydroxy-5-methyl-7-(2-nitrophenyl)-1,1-dioxothieno[3,2-b]pyridine-6-carboxylate (2.5 g, 0.0065 moles) and toluene (60 mL) was refluxed for 24 hours. The solvent was removed in vacuo and the resulting solid was recrystallized from ethanol. The crystals were washed with diethyl ether 2× and dried at 65° C. under high vacuum for 48 hours. This gave 1.78 g product; mp 215°-217° C. Reactants: ClCCl (dichloromethane), COC(/C(/C1=CC=C(C=C1)OCCOC1=CC2=CC=CC=C2C=C1)=N/NC(=O)N)=O ((E)-alpha-[(aminocarbonyl)hydrazono]-4-[2-(2-naphthalenyloxy) ethoxy]benzeneacetic acid methyl ester), [OH-].[Na+] (sodium hydroxide). The solvent is CO (methanol), O1CCCC1 (tetrahydrofuran), O (water). Yields the product NC(=O)N\N=C(\C(=O)O)/C1=CC=C(C=C1)OCCOC1=CC2=CC=CC=C2C=C1 ((E)-alpha-[(aminocarbonyl)hydrazono]- 4-[2-(2-naphthalenyloxy)ethoxy]benzeneacetic acid). The yield is 55.7%. RXN SMILES: C[O:2][C:3](=[O:30])/[C:4](=[N:25]/[NH:26][C:27]([NH2:29])=[O:28])/[C:5]1[CH:10]=[CH:9][C:8]([O:11][CH2:12][CH2:13][O:14][C:15]2[CH:24]=[CH:23][C:22]3[C:17](=[CH:18][CH:19]=[CH:20][CH:21]=3)[CH:16]=2)=[CH:7][CH:6]=1.[OH-].[Na+].ClCCl>CO.O1CCCC1.O>[NH2:29][C:27]([NH:26]/[N:25]=[C:4](\[C:5]1[CH:6]=[CH:7][C:8]([O:11][CH2:12][CH2:13][O:14][C:15]2[CH:24]=[CH:23][C:22]3[C:17](=[CH:18][CH:19]=[CH:20][CH:21]=3)[CH:16]=2)=[CH:9][CH:10]=1)/[C:3]([OH:30])=[O:2])=[O:28] |f:1.2|. Procedure: A mixture of (E)-alpha-[(aminocarbonyl)hydrazono]-4-[2-(2-naphthalenyloxy) ethoxy]benzeneacetic acid methyl ester (0.45 g) in warm methanol (3 mL) and tetrahydrofuran (10 mL) was treated with 1N sodium hydroxide (1.25 mL) and after 30 minutes the mixture was diluted with water and concentrated to remove the organic solvents. The residue was acidified with excess hydrochloric acid and extracted with a dichloromethane-tetrahydrofuran mixture. The organic layer was washed with water, dried (Na2SO4)... The reactants are C(=O)(C(F)(F)F)O (TFA), FC1=C(C=C(C=C1)F)C1=CCCN1C(=O)OC(C)(C)C (tert-butyl 5-(2,5-difluorophenyl)-2,3-dihydro-1H-pyrrole-1-carboxylate). The solvent is C(Cl)Cl (DCM), CCOC(=O)C (EtOAc). Reaction conditions: time 2 hour. The product is FC1=C(C=C(C=C1)F)C=1CCCN1 (5-(2,5-difluorophenyl)-3,4-dihydro-2H-pyrrole). Yield: 83.7%. As a reaction SMILES: C(O)(C(F)(F)F)=O.[F:8][C:9]1[CH:14]=[CH:13][C:12]([F:15])=[CH:11][C:10]=1[C:16]1[N:20](C(OC(C)(C)C)=O)[CH2:19][CH2:18][CH:17]=1>C(Cl)Cl.CCOC(C)=O>[F:8][C:9]1[CH:14]=[CH:13][C:12]([F:15])=[CH:11][C:10]=1[C:16]1[CH2:17][CH2:18][CH2:19][N:20]=1. Reported procedure: TFA (108 g, 940 mmol) was added to a solution of tert-butyl 5-(2,5-difluorophenyl)-2,3-dihydro-1H-pyrrole-1-carboxylate (53 g, 188 mmol) in DCM (300 mL) at 0° C. and stirring was continued at 20-35° C. for 2 h. The reaction mixture was concentrated under reduced pressure to afford the crude, which was diluted with EtOAc, washed with saturated NaHCO3 solution, dried over anhydrous sodium sulphate to afford 28.5 g of the title compound. Reactants: C(C)[C@H]1[C@H]2[C@@H]3CC[C@@H]([C@@]3(C)C[C@@H]([C@@H]2[C@H]2CCC(C=C2C1)=O)F)O (7α-Ethyl-11β-fluoro-17β-hydroxy-estr-4-en-3-one), C(Cl)(Cl)Cl (chloroform), C(Cl)(Cl)Cl (chloroform), C(C)[Mg]Br (ethylmagnesium bromide), C(C)[C@H]1[C@H]2[C@@H]3CCC([C@@]3(C)C[C@@H]([C@@H]2[C@H]2CCC(C=C2C1)=O)F)=O (7α-Ethyl-11β-fluoro-estr-4-en-3,17-dione). Yields the product Cl[C@@H]1[C@@H]2[C@H]3CCC(C=C3C[C@H]([C@H]2[C@@H]2CC[C@@H]([C@@]2(C)C1)O)C)=O (11β-Chloro-17β-hydroxy-7α-methyl-estr-4-en-3-one). Reaction SMILES: [CH2:1]([C@@H:3]1[CH2:20][C:19]2[C@H:14]([CH2:15][CH2:16][C:17](=[O:21])[CH:18]=2)[C@@H:13]2[C@@H:4]1[C@H:5]1[C@@:9]([CH2:11][C@@H]2F)([CH3:10])[C@@H:8]([OH:23])[CH2:7][CH2:6]1)C.C([Mg]Br)C.C([C@@H]1CC2[C@H](CCC(=O)C=2)[C@@H]2[C@@H]1[C@H]1[C@@](C[C@@H]2F)(C)C(=O)CC1)C.[CH:51]([Cl:54])(Cl)Cl>>[Cl:54][C@H:51]1[CH2:10][C@@:9]2([CH3:11])[C@@H:5]([CH2:6][CH2:7][C@@H:8]2[OH:23])[C@H:4]2[C@H:13]1[C@@H:14]1[C:19]([CH2:20][C@H:3]2[CH3:1])=[CH:18][C:17](=[O:21])[CH2:16][CH2:15]1. Procedure details: In analogy to Example 1 7α-Ethyl-11β-fluoro-17β-hydroxy-estr-4-en-3-one, using ethylmagnesium bromide instead of methylmagnesium bromide, is obtained; Fp. 115.1° C., [α]D20=+62,1° (in chloroform). The intermediate 7α-Ethyl-11β-fluoro-estr-4-en-3,17-dione shows Fp.=174.9° C. and [α]D20=+107,1° (chloroform). The solvent is C(C)O (ethanol). Reactants: NC1=NC=CC=C1OCC1=CC=C2C(=C1Cl)OCO2 (2-Amino-3-(6-chloro-4,5-methylenedioxybenzyloxy)pyridine), Cl.C1(=CC=CC=C1)CC(OCC)=N (ethyl phenylacetimidate hydrochloride). Procedure: 2-Amino-3-(6-chloro-4,5-methylenedioxybenzyloxy)pyridine (6 g, 21.6 mmol) and ethyl phenylacetimidate hydrochloride (5.17 g, 26 mmol) in ethanol (150 ml) were heated under reflux for 3 hrs. The solvent was evaporated and the residue purified by flash chromatography (silica, 1% methanol/dichloromethane), trituration with ether and recrystallisation from ethanol to give the tire compound (1.0 g), m.p. 189° C. (softening 170° C.). Product: Cl.ClC1=C(COC=2C(=NC=CC2)NC(CC2=CC=CC=C2)=N)C=C2C(=C1)OCO2 (N-(3-(2-Chloro-4,5-methylenedioxybenzyloxy)-2-pyridyl)phenylacetamidine hydrochloride). Isolated yield 10.7%. RXN SMILES: [NH2:1][C:2]1[C:7]([O:8][CH2:9][C:10]2[C:15]([Cl:16])=[C:14]3[O:17][CH2:18][O:19][C:13]3=[CH:12][CH:11]=2)=[CH:6][CH:5]=[CH:4][N:3]=1.[ClH:20].[C:21]1([CH2:27][C:28](=[NH:32])OCC)[CH:26]=[CH:25][CH:24]=[CH:23][CH:22]=1>C(O)C>[ClH:16].[Cl:20][C:11]1[CH:12]=[C:13]2[O:19][CH2:18][O:17][C:14]2=[CH:15][C:10]=1[CH2:9][O:8][C:7]1[C:2]([NH:1][C:28](=[NH:32])[CH2:27][C:21]2[CH:26]=[CH:25][CH:24]=[CH:23][CH:22]=2)=[N:3][CH:4]=[CH:5][CH:6]=1 |f:1.2,4.5|. Reactants: O1CCN(CC1)C=1C=C(C(=NC1)C#N)[N+](=O)[O-] (5-morpholino-3-nitropicolinonitrile), stannous chloride, dihydrate, CCOC(=O)C (EtOAc). Product: NC=1C(=NC=C(C1)N1CCOCC1)C(=O)N (3-amino-5-morpholinopicolinamide). Reaction SMILES: [O:1]1[CH2:6][CH2:5][N:4]([C:7]2[CH:8]=[C:9]([N+:15]([O-])=O)[C:10]([C:13]#[N:14])=[N:11][CH:12]=2)[CH2:3][CH2:2]1.CC[O:20]C(C)=O>>[NH2:15][C:9]1[C:10]([C:13]([NH2:14])=[O:20])=[N:11][CH:12]=[C:7]([N:4]2[CH2:5][CH2:6][O:1][CH2:2][CH2:3]2)[CH:8]=1. Procedure: To a stirred solution of 5-morpholino-3-nitropicolinonitrile (100 mg, 0.43 mmol) in EtOAc (5 mL) was added stannous chloride, dihydrate (0.41 g, 2.13 mmol). The reaction was heated at reflux for 15 min. After this time a white solid precipitates. The suspension was filtered and the resulting solid was washed with 1.0M NaOH (10 mL) and brine (10 mL) and dried under vacuum to give 3-amino-5-morpholinopicolinamide. Mass Spectrum (ESI) m/e=223.2 (M+1). Reactants: CS(=O)(=O)OCCC=1OC2=C(C1)C=C(C=C2)C2=CC=C(C=C2)C#N (2-[5-(4-cyanophenyl)-1-benzofuran-2-yl]ethyl methanesulfonate), N1C=NC=C1 (imidazole). Yields the product N1(C=NC=C1)CCC=1OC2=C(C1)C=C(C=C2)C2=CC=C(C#N)C=C2 (4-{2-[2-(1H-imidazol-1-yl)ethyl]-1-benzofuran-5-yl}benzonitrile). Reaction SMILES: CS(O[CH2:6][CH2:7][C:8]1[O:9][C:10]2[CH:16]=[CH:15][C:14]([C:17]3[CH:22]=[CH:21][C:20]([C:23]#[N:24])=[CH:19][CH:18]=3)=[CH:13][C:11]=2[CH:12]=1)(=O)=O.[NH:25]1[CH:29]=[CH:28][N:27]=[CH:26]1>>[N:25]1([CH2:6][CH2:7][C:8]2[O:9][C:10]3[CH:16]=[CH:15][C:14]([C:17]4[CH:22]=[CH:21][C:20]([C:23]#[N:24])=[CH:19][CH:18]=4)=[CH:13][C:11]=3[CH:12]=2)[CH:29]=[CH:28][N:27]=[CH:26]1. Procedure details: The product from Example 1C and imidazole were processed as described in Example 1D to provide the titled compound. 1H NMR (300 MHz, CD3OD) δ 8.88 (s, 1H), 7.88 (m, 1H), 7.80 (m, 5H), 7.60 (m, 4H), 6.75 (s, 1H), 4.7 (t, J=6.3 Hz, 2H), 3.5 (t, J=6.3 Hz, 2H); MS (DCI) m/z 314 (M+H)+; Starting materials: [OH-].[Na+] (NaOH), Mg, C(C)(CC)C1=C(C(=CC(=C1)Br)C(C)(C)C)O[Si](C)(C)C (2-s-butyl-4-bromo-6-t-butyl-1-trimethylsiloxy benzene), C(C)(CC)C1=C(C(=CC=C1)C(C)(C)C)O (2-s-butyl-6-t-butylphenol), BrBr (bromine), C(CCC)[Li] (n-butyllithium), Cl[Si](C)(C)C (chlorotrimethylsilane), C(=O)=O (dry ice). The reagents and catalysts are BrCCBr (1,2-dibromoethane). Run in C1CCOC1 (THF). Reaction conditions: time 1 hour. Product: C(C)(CC)C=1C=C(C(=O)O)C=C(C1O)C(C)(C)C (3 -s-butyl-4-hydroxy-5-t-butylbenzoic acid). As a reaction SMILES: [CH:1]([C:5]1[CH:10]=[C:9](Br)[CH:8]=[C:7]([C:12]([CH3:15])([CH3:14])[CH3:13])[C:6]=1[O:16][Si](C)(C)C)([CH2:3][CH3:4])[CH3:2].C(C1C=CC=C(C(C)(C)C)C=1O)(CC)C.BrBr.C([Li])CCC.Cl[Si](C)(C)C.[C:48](=[O:50])=[O:49].[OH-].[Na+]>BrCCBr.C1COCC1>[CH:1]([C:5]1[CH:10]=[C:9]([CH:8]=[C:7]([C:12]([CH3:15])([CH3:14])[CH3:13])[C:6]=1[OH:16])[C:48]([OH:50])=[O:49])([CH2:3][CH3:4])[CH3:2] |f:6.7|. Procedure details: A mixture of Mg (10 mmol), 2-s-butyl-4-bromo-6-t-butyl-1-trimethylsiloxy benzene [which is prepared from 2-s-butyl-6-t-butylphenol by sequential reactions with bromine (CH2Cl2), 0° C., 15 min) and n-butyllithium (THF, -78° C., 15 min)/chlorotrimethylsilane (-78° C. to -25° C., 18 hr)] and a few drops of 1,2-dibromoethane in 25 ml THF is heated at reflux for two hr and then is added to an excess of pulverized dry ice. The resulting slurry is stirred for 1 hr, then added to a 300 ml portion of 1N ...